This data is from the Open Reaction Database (ORD), a public repository of structured organic reaction records. The task is: describe an organic reaction: reactants, conditions, products, and yield The reactants are OO (hydrogen peroxide), CSCC1=NC(=C(C(=N1)OC(N(C)C)=O)C(C)C)C (N,N-dimethyl-carbamic acid O-(2-methylthiomethyl-5-iso-propyl-6-methyl-pyrimidin-4-yl) ester). Run in C(C)(=O)O (acetic acid). Reaction conditions: time 6 hour. Yields the product CS(=O)CC1=NC(=C(C(=N1)OC(N(C)C)=O)C(C)C)C (N,N-dimethyl-carbamic acid O-(2-methylsulphinylmethyl-5-iso-propyl-6-methyl-pyrimidin-4-yl) ester). Isolated yield 74.0%. Reaction SMILES: [OH:1]O.[CH3:3][S:4][CH2:5][C:6]1[N:11]=[C:10]([O:12][C:13](=[O:17])[N:14]([CH3:16])[CH3:15])[C:9]([CH:18]([CH3:20])[CH3:19])=[C:8]([CH3:21])[N:7]=1>C(O)(=O)C>[CH3:3][S:4]([CH2:5][C:6]1[N:11]=[C:10]([O:12][C:13](=[O:17])[N:14]([CH3:16])[CH3:15])[C:9]([CH:18]([CH3:19])[CH3:20])=[C:8]([CH3:21])[N:7]=1)=[O:1]. Reported procedure: 3.4 g (0.05 mol) of 50% strength hydrogen peroxide were added to a solution of 14.2 g (0.05 mol) of N,N-dimethyl-carbamic acid O-(2-methylthiomethyl-5-iso-propyl-6-methyl-pyrimidin-4-yl) ester in 50 ml of glacial acetic acid at 5°-10° C. The mixture was subsequently stirred at room temperature for 6 hours and the solvent was then distilled off in vacuo. The residue was dissolved in 100 ml of methylene chloride and the methylene chloride solution was washed with a solution of 10 g of potassium ca...